Dataset: the Open Reaction Database (ORD), a public repository of structured organic reaction records. Task: describe an organic reaction: reactants, conditions, products, and yield Starting materials: C(C)OCC(C)O (propylene glycol monoethyl ether), Cl (hydrochloric acid), C1(=CC=CC=C1)[Si](OC)(OC)OC (phenyltrimethoxysilane), C(C)O[Si](OCC)(OCC)OCC (tetraethoxysilane), C[Si](OCC)(OCC)OCC (methyltriethoxysilane), CO[Si](OC)(OC)CCCC1C(=O)OC(C1)=O (trimethoxysilylpropyl succinic anhydride), C(C)O[Si](CCCNC(CCCO)=O)(OCC)OCC (N-(3-triethoxysilylpropyl)-4-hydroxybutyramide), [OH-].C1(=CC=CC=C1)[S+](C1=CC=CC=C1)C1=CC=CC=C1 (triphenylsulfonium hydroxide), Cl (hydrochloric acid). Solvent: O (water), C(C)O (ethanol), CC(=O)C (acetone). Reaction conditions: time 240 minute. Product: C(CCC(=O)[O-])(=O)[O-].C1(=CC=CC=C1)[S+](C1=CC=CC=C1)C1=CC=CC=C1.C1(=CC=CC=C1)[S+](C1=CC=CC=C1)C1=CC=CC=C1 (triphenylsulfonium succinic acid salt). As a reaction SMILES: [C:1]1([Si](OC)(OC)[O:8]C)[CH:6]=[CH:5][CH:4]=[CH:3][CH:2]=1.C(O[Si](OCC)(OCC)OCC)C.C[Si](OCC)(OCC)OCC.CO[Si]([CH2:45][CH2:46][CH2:47][CH:48]1[CH2:53][C:52](=[O:54])[O:51][C:49]1=[O:50])(OC)OC.C(O[Si](OCC)(OCC)CCCNC(=O)CCCO)C.Cl.C(OCC(O)C)C.[OH-].[C:84]1([S+:90]([C:97]2[CH:102]=[CH:101][CH:100]=[CH:99][CH:98]=2)[C:91]2[CH:96]=[CH:95][CH:94]=[CH:93][CH:92]=2)[CH:89]=[CH:88][CH:87]=[CH:86][CH:85]=1>O.C(O)C.CC(C)=O>[C:52]([O-:51])(=[O:54])[CH2:53][CH2:48][C:49]([O-:50])=[O:8].[C:97]1([S+:90]([C:84]2[CH:85]=[CH:86][CH:87]=[CH:88][CH:89]=2)[C:91]2[CH:96]=[CH:95][CH:94]=[CH:93][CH:92]=2)[CH:98]=[CH:99][CH:100]=[CH:101][CH:102]=1.[C:1]1([S+:90]([C:52]2[CH:45]=[CH:46][CH:47]=[CH:48][CH:53]=2)[C:84]2[CH:89]=[CH:88][CH:87]=[CH:86][CH:85]=2)[CH:6]=[CH:5][CH:4]=[CH:3][CH:2]=1 |f:7.8,12.13.14|. Procedure details: 4.73 g of phenyltrimethoxysilane, 69.54 g of tetraethoxysilane, 16.92 g of methyltriethoxysilane, 0.14 g of trimethoxysilylpropyl succinic anhydride, 7.33 g of N-(3-triethoxysilylpropyl)-4-hydroxybutyramide, and 150 g of acetone were charged into a 500 ml flask to be dissolved and the resultant mixed solution was warmed while stirring the mixed solution with a magnetic stirrer to reflux. Next, 31.78 g of a 0.01 M hydrochloric acid aqueous solution was added to the mixed solution. The reaction wa... The reactants are O=C([O-])[O-], Cc1nsc(-c2ccc(Cl)nn2)n1, O=C(O)C(F)(F)F, [K+], [K+], C1=CC2(CCNCC2)c2ccccc21. The product is Cc1nsc(-c2ccc(N3CCC4(C=Cc5ccccc54)CC3)nn2)n1. RXN SMILES: [C:35](=[O:36])([O-:37])[O-:38].[Cl:1][c:2]1[n:3][n:4][c:5](-[c:8]2[n:9][c:10]([CH3:13])[n:11][s:12]2)[cH:6][cH:7]1.[F:14][C:15]([F:16])([F:17])[C:18]([OH:19])=[O:20].[K+:39].[K+:40].[NH:21]1[CH2:22][CH2:23][C:24]2([CH:25]=[CH:26][c:27]3[cH:28][cH:29][cH:30][cH:31][c:32]32)[CH2:33][CH2:34]1>>[c:2]1([N:21]2[CH2:22][CH2:23][C:24]3([CH:25]=[CH:26][c:27]4[cH:28][cH:29][cH:30][cH:31][c:32]43)[CH2:33][CH2:34]2)[n:3][n:4][c:5](-[c:8]2[n:9][c:10]([CH3:13])[n:11][s:12]2)[cH:6][cH:7]1. The yield is 100.0%. As a reaction SMILES: [C:1]1([C:11]([OH:13])=[O:12])[C:10]2[C:5](=[CH:6][CH:7]=[CH:8][CH:9]=2)[CH:4]=[CH:3][N:2]=1.S(=O)(=O)(O)O.[CH3:19]O>>[C:1]1([C:11]([O:13][CH3:19])=[O:12])[C:10]2[C:5](=[CH:6][CH:7]=[CH:8][CH:9]=2)[CH:4]=[CH:3][N:2]=1. Reported procedure: To a solution of isoquinoline-1-carboxylic acid (10 g, 57.74 mmol) in MeOH (150 mL) was added concentrated sulfuric acid (15 mL) at 0° C. The mixture was warmed to 65° C. and stirred at 65° C. for 24 hours. After cooling to RT, the reaction mixture was partitioned between DCM and saturated aqueous NaHCO3. The organic layer was separated and dried over Na2SO4, and the solvent was evaporated under reduced pressure to give the title compound as a yellow oil (11.2 g, 100%). ESI-MS m/z [M+H]+ 188. Starting materials: C1(=NC=CC2=CC=CC=C12)C(=O)O (isoquinoline-1-carboxylic acid), S(O)(O)(=O)=O (sulfuric acid), CO (MeOH). Conditions: temperature 65 celsius, time 24 hour. The product is C1(=NC=CC2=CC=CC=C12)C(=O)OC (Methyl isoquinoline-1-carboxylate). The reactants are COC1=C(C=CC(=C1)OC)B(O)O ((2,4-dimethoxyphenyl)boronic acid), BrC1=CN(C2=CC(=CC=C12)S(=O)(=O)N(C1=NC=NS1)CC1=C(C=C(C=C1)OC)OC)C (3-bromo-N-(2,4-dimethoxybenzyl)-1-methyl-N-(1,2,4-thiadiazol-5-yl)-1H-indole-6-sulfonamide). Product: COC1=C(C=CC(=C1)OC)C1=CN(C2=CC(=CC=C12)S(=O)(=O)NC1=NC=NS1)C (3-(2,4-dimethoxyphenyl)-1-methyl-N-(1,2,4-thiadiazol-5-yl)-1H-indole-6-sulfonamide). Reaction SMILES: [CH3:1][O:2][C:3]1[CH:8]=[C:7]([O:9][CH3:10])[CH:6]=[CH:5][C:4]=1B(O)O.Br[C:15]1[C:23]2[C:18](=[CH:19][C:20]([S:24]([N:27](CC3C=CC(OC)=CC=3OC)[C:28]3[S:32][N:31]=[CH:30][N:29]=3)(=[O:26])=[O:25])=[CH:21][CH:22]=2)[N:17]([CH3:44])[CH:16]=1>>[CH3:1][O:2][C:3]1[CH:8]=[C:7]([O:9][CH3:10])[CH:6]=[CH:5][C:4]=1[C:15]1[C:23]2[C:18](=[CH:19][C:20]([S:24]([NH:27][C:28]3[S:32][N:31]=[CH:30][N:29]=3)(=[O:25])=[O:26])=[CH:21][CH:22]=2)[N:17]([CH3:44])[CH:16]=1. Reported procedure: The title compound was prepared in an analogous manner to that described in Example 28 using (2,4-dimethoxyphenyl)boronic acid and 3-bromo-N-(2,4-dimethoxybenzyl)-1-methyl-N-(1,2,4-thiadiazol-5-yl)-1H-indole-6-sulfonamide, and the desired product, 3-(2,4-dimethoxyphenyl)-1-methyl-N-(1,2,4-thiadiazol-5-yl)-1H-indole-6-sulfonamide, was isolated as an off-white solid. 1H NMR (500 MHz, DMSO-d6) δ ppm 3.76 (s, 3H) 3.80 (s, 3H) 3.87 (s, 3H) 6.59-6.68 (m, 2 H) 7.35 (d, J=8.25 Hz, 1 H) 7.43 (dd, J=8.42,... The product is COC(=O)[C@@H]1CC[C@H](CC1)C1=NC(=C2C(=NC=NN21)N)C2=CC=C(C=C2)OC2=CC=CC=C2 (trans-4-[4-Amino-5-(4-phenoxy-phenyl)-imidazo[5,1-f][1,2,4]triazin-7-yl]-cyclohexanecarboxylic acid methyl ester). As a reaction SMILES: C(OC(=O)NC[C@H]1CC[C@H](C2N3C(C(N)=NC=N3)=C([C:28]3[CH:33]=[CH:32][C:31]([O:34][C:35]4[CH:40]=[CH:39][CH:38]=[CH:37][CH:36]=4)=[CH:30][CH:29]=3)N=2)CC1)C1C=CC=CC=1.[CH3:42][O:43][C:44]([C@H:46]1[CH2:51][CH2:50][C@H:49]([C:52]2[N:60]3[C:55]([C:56]([NH2:61])=[N:57][CH:58]=[N:59]3)=[C:54](I)[N:53]=2)[CH2:48][CH2:47]1)=[O:45]>>[CH3:42][O:43][C:44]([C@H:46]1[CH2:47][CH2:48][C@H:49]([C:52]2[N:60]3[C:55]([C:56]([NH2:61])=[N:57][CH:58]=[N:59]3)=[C:54]([C:28]3[CH:33]=[CH:32][C:31]([O:34][C:35]4[CH:36]=[CH:37][CH:38]=[CH:39][CH:40]=4)=[CH:30][CH:29]=3)[N:53]=2)[CH2:50][CH2:51]1)=[O:45]. Reactants: C(C1=CC=CC=C1)OC(NC[C@@H]1CC[C@H](CC1)C1=NC(=C2C(=NC=NN21)N)C2=CC=C(C=C2)OC2=CC=CC=C2)=O (trans-{4-[4-amino-5-(4-phenoxy-phenyl)-imidazo[5,1-f][1,2,4]triazin-7-yl]-cyclohexylmethyl}-carbamic acid benzyl ester), COC(=O)[C@@H]1CC[C@H](CC1)C1=NC(=C2C(=NC=NN21)N)I (trans-4-(4-amino-5-iodo-imidazo[5,1-f][1,2,4]triazin-7-yl)-cyclohexanecarboxylic acid methyl ester). Reported procedure: Prepared according to the procedure analogous to that described above for trans-{4-[4-amino-5-(4-phenoxy-phenyl)-imidazo[5,1-f][1,2,4]triazin-7-yl]-cyclohexylmethyl}-carbamic acid benzyl ester, except using trans-4-(4-amino-5-iodo-imidazo[5,1-f][1,2,4]triazin-7-yl)-cyclohexanecarboxylic acid methyl ester. Starting materials: FC(C(=O)O)(F)F.NCCNC(=O)C1=NC(=C2N=CN(C2=N1)[C@H]1[C@@H]([C@@H]([C@H](C1)N1N=CC(=C1)CO)O)O)NCC(C1=CC=CC=C1)C1=CC=CC=C1 (9-[(1R,2S,3R,4S)-2,3-dihydroxy-4-(4-hydroxymethyl-pyrazol-1-yl)-cyclopentyl]-6-(2,2-diphenyl-ethylamino)-9H-purine-2-carboxylic acid (2-amino-ethyl)-amide trifluoroacetate), FC(C(=O)O)(F)F.O[C@H]1[C@@H](C[C@@H]([C@H]1O)N1N=CC(=C1)C)N1C2=NC(=NC(=C2N=C1)NCC(C1=CC=CC=C1)C1=CC=CC=C1)NC1CCC(CC1)NC(=O)NC1CCN(CC1)C1=NC=CC=C1 (1-{4-[9-[(1R,2S,3R,4S)-2,3-Dihydroxy-4-(4-methyl-pyrazol-1-yl)-cyclopentyl]-6-(2,2-diphenyl-ethylamino)-9H-purin-2-ylamino]-cyclohexyl}-3-(3,4,5,6-tetrahydro-2H-[1,2′]bipyridinyl-4-yl)-urea Trifluoroacetate), N1=C(C=CC=C1)N1C[C@@H](CC1)NC(=O)N1C=NC=C1 (imidazole-1-carboxylic acid ((R)-1-pyridin-2-yl-pyrrolidin-3-yl)-amide). Product: FC(C(=O)O)(F)F.N1=C(C=CC=C1)N1C[C@@H](CC1)NC(NCCNC(=O)C1=NC(=C2N=CN(C2=N1)[C@H]1[C@@H]([C@@H]([C@H](C1)N1N=CC(=C1)CO)O)O)NCC(C1=CC=CC=C1)C1=CC=CC=C1)=O (9-[(1R,2S,3R,4S)-2,3-Dihydroxy-4-(4-hydroxymethyl-pyrazol-1-yl)-cyclopentyl]-6-(2,2-diphenyl-ethylamino)-9H-purine-2-carboxylic acid {2-[3-((R)-1-pyridin-2-yl-pyrrolidin-3-yl)-ureido]-ethyl}-amide Trifluoroacetate). Reaction SMILES: [F:1][C:2]([F:7])([F:6])[C:3]([OH:5])=[O:4].[NH2:8][CH2:9][CH2:10][NH:11][C:12]([C:14]1[N:22]=[C:21]2[C:17]([N:18]=[CH:19][N:20]2[C@@H:23]2[CH2:27][C@H:26]([N:28]3[CH:32]=[C:31]([CH2:33][OH:34])[CH:30]=[N:29]3)[C@@H:25]([OH:35])[C@H:24]2[OH:36])=[C:16]([NH:37][CH2:38][CH:39]([C:46]2[CH:51]=[CH:50][CH:49]=[CH:48][CH:47]=2)[C:40]2[CH:45]=[CH:44][CH:43]=[CH:42][CH:41]=2)[N:15]=1)=[O:13].FC(F)(F)C(O)=O.O[C@@H]1[C@H](O)[C@@H](N2C=C(C)C=N2)C[C@H]1N1C=NC2C1=NC(NC1CCC(N[C:104]([NH:106][CH:107]3[CH2:112][CH2:111][N:110]([C:113]4[CH:118]=[CH:117][CH:116]=[CH:115][N:114]=4)[CH2:109]C3)=[O:105])CC1)=NC=2NCC(C1C=CC=CC=1)C1C=CC=CC=1.N1C=CC=CC=1N1CC[C@@H](NC(N2C=CN=C2)=O)C1>>[F:1][C:2]([F:7])([F:6])[C:3]([OH:5])=[O:4].[N:114]1[CH:115]=[CH:116][CH:117]=[CH:118][C:113]=1[N:110]1[CH2:111][CH2:112][C@@H:107]([NH:106][C:104](=[O:105])[NH:8][CH2:9][CH2:10][NH:11][C:12]([C:14]2[N:22]=[C:21]3[C:17]([N:18]=[CH:19][N:20]3[C@@H:23]3[CH2:27][C@H:26]([N:28]4[CH:32]=[C:31]([CH2:33][OH:34])[CH:30]=[N:29]4)[C@@H:25]([OH:35])[C@H:24]3[OH:36])=[C:16]([NH:37][CH2:38][CH:39]([C:46]3[CH:47]=[CH:48][CH:49]=[CH:50][CH:51]=3)[C:40]3[CH:41]=[CH:42][CH:43]=[CH:44][CH:45]=3)[N:15]=2)=[O:13])[CH2:109]1 |f:0.1,2.3,5.6|. Procedure details: This compound is prepared from 9-[(1R,2S,3R,4S)-2,3-dihydroxy-4-(4-hydroxymethyl-pyrazol-1-yl)-cyclopentyl]-6-(2,2-diphenyl-ethylamino)-9H-purine-2-carboxylic acid (2-amino-ethyl)-amide trifluoroacetate (first step a) using a procedure analogous to that of 1-{4-[9-[(1R,2S,3R,4S)-2,3-dihydroxy-4-(4-methyl-pyrazol-1-yl)-cyclopentyl]-6-(2,2-diphenyl-ethylamino)-9H-purin-2-ylamino]-cyclohexyl}-3-(3,4,5,6-tetrahydro-2H-[1,2′]bipyridinyl-4-yl)-urea trifluoroacetate (Example 42) replacing N-[1-(2-pyrid... Starting materials: FC=1C=CC(=NC1)C1=NOC(=C1CCC=1SC(=C(N1)C)C(=O)O)C (2-{2-[3-(5-fluoro-pyridin-2-yl)-5-methyl-isoxazol-4-yl]-ethyl}-4-methyl-thiazole-5-carboxylic acid), F[B-](F)(F)F.N1(N=NC2=C1C=CC=C2)OC(=[N+](C)C)N(C)C (2-(1H-benzotriazole-1-yl)-1,1,3,3-tetramethyluronium tetrafluoroborate), C(C)(C)N(C(C)C)CC (N,N-diisopropyl ethyl amine), NC1CCOCC1 (4-aminotetrahydropyran). The solvent is CN(C)C=O (DMF). Run at time 1 hour. Product: O1CCC(CC1)NC(=O)C1=C(N=C(S1)CCC=1C(=NOC1C)C1=NC=C(C=C1)F)C (2-{2-[3-(5-Fluoro-pyridin-2-yl)-5-methyl-isoxazol-4-yl]-ethyl}-4-methyl-thiazole-5-carboxylic acid (tetrahydro-pyran-4-yl)-amide). The yield is 94.1%. RXN SMILES: [F:1][C:2]1[CH:3]=[CH:4][C:5]([C:8]2[C:12]([CH2:13][CH2:14][C:15]3[S:16][C:17]([C:21]([OH:23])=O)=[C:18]([CH3:20])[N:19]=3)=[C:11]([CH3:24])[O:10][N:9]=2)=[N:6][CH:7]=1.F[B-](F)(F)F.N1(OC(N(C)C)=[N+](C)C)C2C=CC=CC=2N=N1.C(N(CC)C(C)C)(C)C.[NH2:56][CH:57]1[CH2:62][CH2:61][O:60][CH2:59][CH2:58]1>CN(C=O)C>[O:60]1[CH2:61][CH2:62][CH:57]([NH:56][C:21]([C:17]2[S:16][C:15]([CH2:14][CH2:13][C:12]3[C:8]([C:5]4[CH:4]=[CH:3][C:2]([F:1])=[CH:7][N:6]=4)=[N:9][O:10][C:11]=3[CH3:24])=[N:19][C:18]=2[CH3:20])=[O:23])[CH2:58][CH2:59]1 |f:1.2|. Procedure details: To a solution of 2-{2-[3-(5-fluoro-pyridin-2-yl)-5-methyl-isoxazol-4-yl]-ethyl}-4-methyl-thiazole-5-carboxylic acid (69 mg, 0.20 mmol) in DMF (1.2 mL) were added 2-(1H-benzotriazole-1-yl)-1,1,3,3-tetramethyluronium tetrafluoroborate (71 mg, 0.22 mmol), N,N-diisopropyl ethyl amine (171 μL, 1.00 mmol) and 4-aminotetrahydropyran (22 mg, 0.22 mmol). The resulting reaction mixture was stirred for 1 h and then evaporated. Purification by chromatography (silica, heptane:ethyl acetate 4:1 to 0:1) afford...